Dataset: the Open Reaction Database (ORD), a public repository of structured organic reaction records. Task: describe an organic reaction: reactants, conditions, products, and yield Reactants: NC1=NN(C(C1)C1=CC=C(C=C1)Cl)C1=CC=C(C=C1)Cl (3-amino-1,5-bis(p-chlorophenyl)-2-pyrazoline), C(=O)O (formic acid), ClC=1C=C(C=CC1Cl)N1N=C(C(C1)C)NC=O (N-[1-(3,4-Dichlorophenyl)-4-methyl-2-pyrazolin-3-yl]-formamide). The solvent is O (water). Conditions: time 2 hour. Yields the product ClC1=CC=C(C=C1)N1N=C(CC1C1=CC=C(C=C1)Cl)NC=O (N-[1,5-Bis(p-chlorophenyl)-2-pyrazolin-3-yl]formamide). Reaction SMILES: [NH2:1][C:2]1[CH2:6][CH:5]([C:7]2[CH:12]=[CH:11][C:10]([Cl:13])=[CH:9][CH:8]=2)[N:4]([C:14]2[CH:19]=[CH:18][C:17]([Cl:20])=[CH:16][CH:15]=2)[N:3]=1.[CH:21](O)=[O:22].ClC1C=C(N2CC(C)C(NC=O)=N2)C=CC=1Cl>O>[Cl:20][C:17]1[CH:18]=[CH:19][C:14]([N:4]2[CH:5]([C:7]3[CH:8]=[CH:9][C:10]([Cl:13])=[CH:11][CH:12]=3)[CH2:6][C:2]([NH:1][CH:21]=[O:22])=[N:3]2)=[CH:15][CH:16]=1. Procedure details: A mixture of 1.85 g. of 3-amino-1,5-bis(p-chlorophenyl)-2-pyrazoline (prepared as described above) and 10.0 ml. of a mixture of formic acid and acetic anhydride (Example 15) is allowed to remain at room temperature for 2 hours, then water is added and the mixture is filtered to collect a semi-solid. The solid is dissolved in dichloromethane and the solution is columnized and recrystallized twice as for Example 26 (A) to yield 1.10 g. of the product of the Example as off-white crystals, m.p. 198°...